Dataset: the Open Reaction Database (ORD), a public repository of structured organic reaction records. Task: describe an organic reaction: reactants, conditions, products, and yield The reactants are O=C([O-])[O-], O=C1Nc2ccccc2N2CCNCC12, CC(C)=O, Cl, [K+], [K+], ClCc1ccncc1. The product is O=C1Nc2ccccc2N2CCN(Cc3ccncc3)CC12. As a reaction SMILES: [C:25](=[O:26])([O-:27])[O-:28].[CH2:1]1[CH2:2][NH:3][CH2:4][CH:5]2[N:6]1[c:7]1[cH:8][cH:9][cH:10][cH:11][c:12]1[NH:13][C:14]2=[O:15].[CH3:31][C:32](=[O:33])[CH3:34].[ClH:16].[K+:29].[K+:30].[cH:17]1[cH:18][c:19]([CH2:23][Cl:24])[cH:20][cH:21][n:22]1>>[CH2:1]1[CH2:2][N:3]([CH2:23][c:19]2[cH:18][cH:17][n:22][cH:21][cH:20]2)[CH2:4][CH:5]2[N:6]1[c:7]1[cH:8][cH:9][cH:10][cH:11][c:12]1[NH:13][C:14]2=[O:15]. Procedure: A slurry of 2-(5-chloro-2-phenoxy-phenyl)-3-hydroxy-acrylic acid methyl ester (210 g, 691 mmol) was heated in pyrophosporic acid (420 g) to 60° C. After two hours, the reaction was cooled to 20° C. and hexane (250 mL), toluene (500 mL), and water (500 mL) were added to quench the reaction. The organic layer was separated and washed with saturated aqueous sodium bicarbonate (500 mL) and saturated brine (500 mL). The organic fraction was concentrated and the resulting oil was crystallized from n-b... Reaction SMILES: [CH3:1][O:2][C:3](=[O:21])[C:4]([C:7]1[CH:12]=[C:11]([Cl:13])[CH:10]=[CH:9][C:8]=1[O:14][C:15]1[CH:20]=[CH:19][CH:18]=[CH:17][CH:16]=1)=[CH:5]O.CCCCCC.C1(C)C=CC=CC=1>O>[CH3:1][O:2][C:3]([C:4]1[C:7]2[CH:12]=[C:11]([Cl:13])[CH:10]=[CH:9][C:8]=2[O:14][C:15]2[CH:20]=[CH:19][CH:18]=[CH:17][C:16]=2[CH:5]=1)=[O:21]. Solvent: O (water). Starting materials: COC(C(=CO)C1=C(C=CC(=C1)Cl)OC1=CC=CC=C1)=O (2-(5-chloro-2-phenoxy-phenyl)-3-hydroxy-acrylic acid methyl ester), acid, CCCCCC (hexane), C1(=CC=CC=C1)C (toluene). Yield: 86.8%. Run at temperature 20 celsius, time 2 hour. The product is COC(=O)C1=CC2=C(OC3=C1C=C(C=C3)Cl)C=CC=C2 (8-Chloro-dibenz[b,f]oxepin-10-carboxylic acid methyl ester). Starting materials: CCCCCC1CCC(CCc2ccc(OC(=O)c3ccc(OCCCCCC(C)CC)cc3)c(Br)c2)CC1, CN1CCCC1=O, N#C[Cu], N. Product: CCCCCC1CCC(CCc2ccc(OC(=O)c3ccc(OCCCCCC(C)CC)cc3)c(C#N)c2)CC1. RXN SMILES: [Br:1][c:2]1[c:3]([O:21][C:22]([c:23]2[cH:24][cH:25][c:26]([O:29][CH2:30][CH2:31][CH2:32][CH2:33][CH2:34][CH:35]([CH2:36][CH3:37])[CH3:38])[cH:27][cH:28]2)=[O:39])[cH:4][cH:5][c:6]([CH2:8][CH2:9][CH:10]2[CH2:11][CH2:12][CH:13]([CH2:16][CH2:17][CH2:18][CH2:19][CH3:20])[CH2:14][CH2:15]2)[cH:7]1.[CH3:44][N:45]1[CH2:46][CH2:47][CH2:48][C:49]1=[O:50].[Cu:40][C:41]#[N:42].[NH3:43]>>[c:2]1([C:41]#[N:42])[c:3]([O:21][C:22]([c:23]2[cH:24][cH:25][c:26]([O:29][CH2:30][CH2:31][CH2:32][CH2:33][CH2:34][CH:35]([CH2:36][CH3:37])[CH3:38])[cH:27][cH:28]2)=[O:39])[cH:4][cH:5][c:6]([CH2:8][CH2:9][CH:10]2[CH2:11][CH2:12][CH:13]([CH2:16][CH2:17][CH2:18][CH2:19][CH3:20])[CH2:14][CH2:15]2)[cH:7]1. Starting materials: NCc1ccccc1, N, CC1(C)CC(C(O)CNc2nc(Cl)nc(NCC(O)C3CC(C)(C)NC(C)(C)C3)n2)CC(C)(C)N1. Yields the product CC1(C)CC(C(O)CNc2nc(NCc3ccccc3)nc(NCC(O)C3CC(C)(C)NC(C)(C)C3)n2)CC(C)(C)N1. Reaction SMILES: [NH2:36][CH2:37][c:38]1[cH:39][cH:40][cH:41][cH:42][cH:43]1.[NH3:44].[OH:1][CH:2]([CH2:3][NH:4][c:5]1[n:6][c:7]([Cl:25])[n:8][c:9]([NH:11][CH2:12][CH:13]([OH:14])[CH:15]2[CH2:16][C:17]([CH3:23])([CH3:24])[NH:18][C:19]([CH3:21])([CH3:22])[CH2:20]2)[n:10]1)[CH:26]1[CH2:27][C:28]([CH3:34])([CH3:35])[NH:29][C:30]([CH3:32])([CH3:33])[CH2:31]1>>[OH:1][CH:2]([CH2:3][NH:4][c:5]1[n:6][c:7]([NH:36][CH2:37][c:38]2[cH:39][cH:40][cH:41][cH:42][cH:43]2)[n:8][c:9]([NH:11][CH2:12][CH:13]([OH:14])[CH:15]2[CH2:16][C:17]([CH3:23])([CH3:24])[NH:18][C:19]([CH3:21])([CH3:22])[CH2:20]2)[n:10]1)[CH:26]1[CH2:27][C:28]([CH3:34])([CH3:35])[NH:29][C:30]([CH3:32])([CH3:33])[CH2:31]1. The reactants are Cl (HCl), CC(C(C(=O)OC)NC(=O)C=1SC=C(N1)C1=CC=C(C=C1)[N+](=O)[O-])C (Methyl 3-methyl-2-(4-(4-nitrophenyl)thiazole-2-carboxamido)butanoate), CC(C(C(=O)OC)NC(=O)C=1SC=C(N1)C1=CC=C(C=C1)[N+](=O)[O-])C (Methyl 3-methyl-2-(4-(4-nitrophenyl)thiazole-2-carboxamido)butanoate), ClC=1SC2=C(N1)C=CC(=C2)F (2-chloro-6-fluorobenzo[d]thiazole). Solvent: O1CCOCC1 (dioxane), C(CCC)O (n-butanol). Run at temperature 70 celsius, time 10 minute. Yields the product FC1=CC2=C(N=C(S2)NC2=CC=C(C=C2)C=2N=C(SC2)C(=O)NC(C(=O)OC)C(C)C)C=C1 (Methyl 2-(4-(4-(6-fluorobenzo[d]thiazol-2-ylamino)phenyl)thiazole-2-carboxamido)-3-methylbutanoate). As a reaction SMILES: [CH3:1][CH:2]([CH3:25])[CH:3]([NH:8][C:9]([C:11]1[S:12][CH:13]=[C:14]([C:16]2[CH:21]=[CH:20][C:19]([N+:22]([O-])=O)=[CH:18][CH:17]=2)[N:15]=1)=[O:10])[C:4]([O:6][CH3:7])=[O:5].Cl[C:27]1[S:28][C:29]2[CH:35]=[C:34]([F:36])[CH:33]=[CH:32][C:30]=2[N:31]=1.Cl>C(O)CCC.O1CCOCC1>[F:36][C:34]1[CH:33]=[CH:32][C:30]2[N:31]=[C:27]([NH:22][C:19]3[CH:20]=[CH:21][C:16]([C:14]4[N:15]=[C:11]([C:9]([NH:8][CH:3]([CH:2]([CH3:25])[CH3:1])[C:4]([O:6][CH3:7])=[O:5])=[O:10])[S:12][CH:13]=4)=[CH:17][CH:18]=3)[S:28][C:29]=2[CH:35]=1. Procedure details: To methyl-2-(4-(4-aminophenyl)thiazole-2-carboxamido)-3-methylbutanoate (Intermediate 3, 300 mg) in n-butanol (5 ml), 2-chloro-6-fluorobenzo[d]thiazole (202 mg) was added and the reaction mixture was heated at 70° C. and stirred for 10 minutes. 4M HCl in dioxane (0.131 gm) was added and the reaction mixture was stirred for 16 hours at 90° C. Organic solvent was concentrated to obtain a sticky solid, which was purified by column chromatography (silica gel, EtOAc-petroleum ether) to obtain title c... The reactants are NC=1C=C(C(=O)O)C=C(C1)O (3-amino-5-hydroxy-benzoic acid), IN1C(CCC1=O)=O (N-iodo succinimide), solution, S(=S)(=O)([O-])[O-].[Na+].[Na+] (sodium thiosulfate). The solvent is CO (methanol), CO (methanol). Conditions: time 15 minute. The product is NC=1C=C(C(=O)O)C=C(C1I)O (3-Amino-5-hydroxy-4-iodo-benzoic acid). The yield is 34.8%. As a reaction SMILES: [NH2:1][C:2]1[CH:3]=[C:4]([CH:8]=[C:9]([OH:11])[CH:10]=1)[C:5]([OH:7])=[O:6].[I:12]N1C(=O)CCC1=O.S([O-])([O-])(=O)=S.[Na+].[Na+]>CO>[NH2:1][C:2]1[CH:3]=[C:4]([CH:8]=[C:9]([OH:11])[C:10]=1[I:12])[C:5]([OH:7])=[O:6] |f:2.3.4|. Procedure: To a solution of 3-amino-5-hydroxy-benzoic acid (0.33 g, 2.16 mmol, 1.0 equiv; [CAS RN 76045-71-1]) in methanol (18 mL) at 0° C. was added within 10 min N-iodo succinimide (0.58 g, 2.59 mmol, 1.2 equiv), dissolved in methanol (3 mL). After stirring for 15 min, the reaction mixture was poured on ice and partly decolorized by addition of a 5% solution of sodium thiosulfate. The solution was extracted with ethyl acetate (3×50 mL), the combined organic phases dried over MgSO4, concentrated by evapor... Reactants: OC(C(=O)OC)CN1N=CC(=C1)I (methyl 2-hydroxy-3-(4-iodo-1H-pyrazol-1-yl)propanoate), N (ammonia). Conditions: temperature 60 celsius, time 12 hour. Product: OC(C(=O)N)CN1N=CC(=C1)I (2-hydroxy-3-(4-iodo-1H-pyrazol-1-yl)propanamide). RXN SMILES: [OH:1][CH:2]([CH2:7][N:8]1[CH:12]=[C:11]([I:13])[CH:10]=[N:9]1)[C:3](OC)=[O:4].[NH3:14]>>[OH:1][CH:2]([CH2:7][N:8]1[CH:12]=[C:11]([I:13])[CH:10]=[N:9]1)[C:3]([NH2:14])=[O:4]. Procedure details: A mixture of methyl 2-hydroxy-3-(4-iodo-1H-pyrazol-1-yl)propanoate (4 g, 13 mmol) and ammonia (saturated in methanol, 100 mL) in a sealed tube was stirred at 60° C. for 12 hours. After cooling to room temperature, the mixture was concentrated under reduced pressure to afford 2-hydroxy-3-(4-iodo-1H-pyrazol-1-yl)propanamide. MS ESI calc'd. for C6H9IN3O2 [M+H]+ 282. found 282. 1H NMR (400 MHz, CDCl3) δ 7.72 (s, 1H), 7.50 (s, 1H), 4.53-4.49 (m, 1H), 4.36-4.29 (m, 2H). Starting materials: CCOC(=O)C1CN(S(=O)(=O)c2cccc(Cl)c2)CCN1c1ccc(F)cc1C, CO, [K+], [Li+], C1CCOC1, [OH-], O=S(=O)([O-])O. Product: Cc1cc(F)ccc1N1CCN(S(=O)(=O)c2cccc(Cl)c2)CC1C(=O)O. RXN SMILES: [CH2:1]([CH3:2])[O:3][C:4](=[O:5])[CH:6]1[N:7]([c:22]2[c:23]([CH3:29])[cH:24][c:25]([F:28])[cH:26][cH:27]2)[CH2:8][CH2:9][N:10]([S:12](=[O:13])(=[O:14])[c:15]2[cH:16][c:17]([Cl:21])[cH:18][cH:19][cH:20]2)[CH2:11]1.[CH3:32][OH:33].[K+:39].[Li+:31].[O:40]1[CH2:41][CH2:42][CH2:43][CH2:44]1.[OH-:30].[S:34](=[O:35])(=[O:36])([OH:37])[O-:38]>>[O:3]=[C:4]([OH:5])[CH:6]1[N:7]([c:22]2[c:23]([CH3:29])[cH:24][c:25]([F:28])[cH:26][cH:27]2)[CH2:8][CH2:9][N:10]([S:12](=[O:13])(=[O:14])[c:15]2[cH:16][c:17]([Cl:21])[cH:18][cH:19][cH:20]2)[CH2:11]1. Starting materials: CC1(OCCO1)C=1N=C(SC1)CN1N=C(C=C1)N (1-[4-(2-methyl-[1,3]dioxolan-2-yl)-thiazol-2-ylmethyl]-1H-pyrazol-3-ylamine), CC=1OC(=C(N1)C(=O)O)C1=CC(=CC=C1)C(F)(F)F (2-methyl-5-(3-trifluoromethyl-phenyl)-oxazole-4-carboxylic acid). The product is C(C)(=O)C=1N=C(SC1)CN1N=C(C=C1)NC(=O)C=1N=C(OC1C1=CC(=CC=C1)C(F)(F)F)C (2-Methyl-5-(3-trifluoromethyl-phenyl)-oxazole-4-carboxylic acid [1-(4-acetyl-thiazol-2-ylmethyl)-1H-pyrazol-3-yl]-amide). As a reaction SMILES: [CH3:1][C:2]1([C:7]2[N:8]=[C:9]([CH2:12][N:13]3[CH:17]=[CH:16][C:15]([NH2:18])=[N:14]3)[S:10][CH:11]=2)[O:6]CCO1.[CH3:19][C:20]1[O:21][C:22]([C:28]2[CH:33]=[CH:32][CH:31]=[C:30]([C:34]([F:37])([F:36])[F:35])[CH:29]=2)=[C:23]([C:25](O)=[O:26])[N:24]=1>>[C:2]([C:7]1[N:8]=[C:9]([CH2:12][N:13]2[CH:17]=[CH:16][C:15]([NH:18][C:25]([C:23]3[N:24]=[C:20]([CH3:19])[O:21][C:22]=3[C:28]3[CH:33]=[CH:32][CH:31]=[C:30]([C:34]([F:37])([F:35])[F:36])[CH:29]=3)=[O:26])=[N:14]2)[S:10][CH:11]=1)(=[O:6])[CH3:1]. Procedure details: Following general procedure B followed by C, starting from 1-[4-(2-methyl-[1,3]dioxolan-2-yl)-thiazol-2-ylmethyl]-1H-pyrazol-3-ylamine and 2-methyl-5-(3-trifluoromethyl-phenyl)-oxazole-4-carboxylic acid. LC-MS-conditions 05: tR=0.96 min; [M+H]+=476.03. Starting materials: COC(=O)Cn1c(C)c(Cc2cccnc2S(=O)(=O)N(C)c2ccccc2)c2cc(F)ccc21, CO, Cl, [Na+], [OH-]. Yields the product Cc1c(Cc2cccnc2S(=O)(=O)N(C)c2ccccc2)c2cc(F)ccc2n1CC(=O)O. Reaction SMILES: [CH3:1][O:2][C:3]([CH2:4][n:5]1[c:6]([CH3:33])[c:7]([CH2:15][c:16]2[c:17]([S:22]([N:23]([c:24]3[cH:25][cH:26][cH:27][cH:28][cH:29]3)[CH3:30])(=[O:31])=[O:32])[n:18][cH:19][cH:20][cH:21]2)[c:8]2[cH:9][c:10]([F:14])[cH:11][cH:12][c:13]12)=[O:34].[CH3:37][OH:38].[ClH:39].[Na+:36].[OH-:35]>>[O:2]=[C:3]([CH2:4][n:5]1[c:6]([CH3:33])[c:7]([CH2:15][c:16]2[c:17]([S:22]([N:23]([c:24]3[cH:25][cH:26][cH:27][cH:28][cH:29]3)[CH3:30])(=[O:31])=[O:32])[n:18][cH:19][cH:20][cH:21]2)[c:8]2[cH:9][c:10]([F:14])[cH:11][cH:12][c:13]12)[OH:34].